Dataset: the Open Reaction Database (ORD), a public repository of structured organic reaction records. Task: describe an organic reaction: reactants, conditions, products, and yield Reactants: Brc1cccc(Br)n1, OCCC1CCNCC1. The product is OCCC1CCN(c2cccc(Br)n2)CC1. Reaction SMILES: [Br:1][c:2]1[n:3][c:4]([Br:8])[cH:5][cH:6][cH:7]1.[NH:9]1[CH2:10][CH2:11][CH:12]([CH2:15][CH2:16][OH:17])[CH2:13][CH2:14]1>>[c:2]1([N:9]2[CH2:10][CH2:11][CH:12]([CH2:15][CH2:16][OH:17])[CH2:13][CH2:14]2)[n:3][c:4]([Br:8])[cH:5][cH:6][cH:7]1.